This data is from the Open Reaction Database (ORD), a public repository of structured organic reaction records. The task is: describe an organic reaction: reactants, conditions, products, and yield Starting materials: COC(C(CC1CCCC1)N1N=CC(=CC1=O)OC1=CC=CC=C1)=O (3-cyclopentyl-2-(6-oxo-4-phenoxy-6H-pyridazin-1-yl)-propionic acid methyl ester), [OH-].[Na+] (sodium hydroxide), Cl (hydrochloric acid), O (water). The solvent is CO (methanol). Conditions: temperature 25 celsius, time 4 hour. Product: C1(CCCC1)CC(C(=O)O)N1N=CC(=CC1=O)OC1=CC=CC=C1 (3-cyclopentyl-2-(6-oxo-4-phenoxy-6H-pyridazin-1-yl)-propionic acid). Isolated yield 98.2%. As a reaction SMILES: C[O:2][C:3](=[O:25])[CH:4]([N:11]1[C:16](=[O:17])[CH:15]=[C:14]([O:18][C:19]2[CH:24]=[CH:23][CH:22]=[CH:21][CH:20]=2)[CH:13]=[N:12]1)[CH2:5][CH:6]1[CH2:10][CH2:9][CH2:8][CH2:7]1.[OH-].[Na+].O.Cl>CO>[CH:6]1([CH2:5][CH:4]([N:11]2[C:16](=[O:17])[CH:15]=[C:14]([O:18][C:19]3[CH:24]=[CH:23][CH:22]=[CH:21][CH:20]=3)[CH:13]=[N:12]2)[C:3]([OH:25])=[O:2])[CH2:10][CH2:9][CH2:8][CH2:7]1 |f:1.2|. Reported procedure: A solution of 3-cyclopentyl-2-(6-oxo-4-phenoxy-6H-pyridazin-1-yl)-propionic acid methyl ester (1.70 g, 4.96 mmol) in methanol (8.3 mL, 0.6M) was treated with a 4N aqueous sodium hydroxide solution (1.37 mL, 5.46 mmol) and was stirred at 25° C. for 4 h. After this time, the reaction was poured into water (150 mL) which was acidified with a 3N aqueous hydrochloric acid solution and then was extracted into 90/10 methylene chloride/methanol (3×100 mL). The combined organics were dried over sodium su... The reagents and catalysts are CC(=O)[O-].CC(=O)[O-].[Pd+2] (Pd(OAc)2). As a reaction SMILES: I[C:2]1[CH:7]=[CH:6][CH:5]=[CH:4][N:3]=1.C([O-])([O-])=O.[Cs+].[Cs+].[NH2:14][C:15]1[C:24]2[C:23](=[O:25])[N:22]([CH3:26])[CH:21]=[N:20][C:19]=2[CH:18]=[C:17]([C:27]2[CH:28]=[N:29][C:30]([C:33]([OH:36])([CH3:35])[CH3:34])=[CH:31][CH:32]=2)[N:16]=1>C1COCC1.CC([O-])=O.CC([O-])=O.[Pd+2]>[OH:36][C:33]([C:30]1[N:29]=[CH:28][C:27]([C:17]2[N:16]=[C:15]([NH:14][C:2]3[CH:7]=[CH:6][CH:5]=[CH:4][N:3]=3)[C:24]3[C:23](=[O:25])[N:22]([CH3:26])[CH:21]=[N:20][C:19]=3[CH:18]=2)=[CH:32][CH:31]=1)([CH3:34])[CH3:35] |f:1.2.3,6.7.8|. Reaction conditions: temperature 85 celsius. The product is OC(C)(C)C1=CC=C(C=N1)C1=CC=2N=CN(C(C2C(=N1)NC1=NC=CC=C1)=O)C (7-(6-(2-hydroxypropan-2-yl)pyridin-3-yl)-3-methyl-5-(pyridin-2-ylamino)pyrido[4,3-d]pyrimidin-4(3H)-one). The solvent is C1CCOC1 (THF). The reactants are IC1=NC=CC=C1 (2-iodopyridine), C(=O)([O-])[O-].[Cs+].[Cs+] (Cs2CO3), NC1=NC(=CC=2N=CN(C(C21)=O)C)C=2C=NC(=CC2)C(C)(C)O (5-amino-7-(6-(2-hydroxypropan-2-yl)pyridin-3-yl)-3-methylpyrido[4,3-d]pyrimidin-4(3H)-one). Reported procedure: 2-iodopyridine (7.51 μL, 0.071 mmol), Cs2CO3 (41.9 mg, 0.129 mmol), and a catalytic amount of Pd(OAc)2 and xant phos ligand were added to a solution of 5-amino-7-(6-(2-hydroxypropan-2-yl)pyridin-3-yl)-3-methylpyrido[4,3-d]pyrimidin-4(3H)-one (20.0 mg, 0.064 mmol) in anhydrous THF (0.5 mL). The reaction mixture was purged with N2 and heated at 85° C. overnight. The mixture was then cooled, quenched with H2O (5 mL) and extracted with ethyl acetate (3×2.5 mL). The combined organic layers were evapo... The reactants are COC=1C=C2C(C(NC2=CC1)=O)=[N+]=[N-] (5-methoxy-3-diazooxindole), C(C#C)(=O)OCC (ethyl propiolate). The solvent is C1=CC=CC=C1 (benzene). The product is C(C)OC(C=CN1C(N2C(C=3C=C(C=CC13)OC)=CC(=N2)C(=O)OCC)=O)=O (6-(3-Ethoxy-3-oxo-1-propenyl)-9-methoxy-5,6-dihydro-5-oxopyrazolo[1,5-c]quinazoline-2-carboxylic acid, ethyl ester). Reaction SMILES: [CH3:1][O:2][C:3]1[CH:4]=[C:5]2[C:9](=[CH:10][CH:11]=1)[NH:8][C:7](=[O:12])[C:6]2=[N+:13]=[N-:14].[C:15]([O:19][CH2:20][CH3:21])(=[O:18])[C:16]#[CH:17]>C1C=CC=CC=1>[CH2:20]([O:19][C:15](=[O:18])[CH:16]=[CH:17][N:8]1[C:9]2[CH:10]=[CH:11][C:3]([O:2][CH3:1])=[CH:4][C:5]=2[C:6]2=[CH:17][C:16]([C:15]([O:19][CH2:20][CH3:21])=[O:18])=[N:14][N:13]2[C:7]1=[O:12])[CH3:21]. Procedure details: 1.5 g (0.0079 mole) of 5-methoxy-3-diazooxindole and 0.99 g (0.01 mole of 1.3 equiv.) of 99% ethyl propiolate are refluxed in benzene (50 ml) under N2 for 24 hours. The reaction mixture is cooled down to room temperature and the precipitates that form are filtered off and washed well with ether, dried in a vacuum oven at 60° for 2 hours. Yield: 661.8 mg, m.p. 202°-204°, Rf 0.3. This crude product is taken up in 75 ml of absolute ethanol, treated with activated carbon, filtered through a celite p... Starting materials: N (ammonia), solution, ClC1=CC=C(CNC(CC2=CC=3C4C(C(OC3C=C2)(C)C)O4)=O)C=C1 (N-(4-chlorobenzyl)-2-(2,2-dimethyl-1a,7b-dihydro-2H-oxireno[c]chromen-6-yl) acetamide). Solvent: C(C)O (ethanol). Conditions: temperature 50 celsius, time 16 hour. Product: NC1C(C(OC2=CC=C(C=C12)CC(=O)NCC1=CC=C(C=C1)Cl)(C)C)O (2-(4-amino-3-hydroxy-2,2-dimethyl-3,4-dihydro-2H-chromen-6-yl)-N-4-chlorobenzyl acetamide). Reaction SMILES: [Cl:1][C:2]1[CH:25]=[CH:24][C:5]([CH2:6][NH:7][C:8](=[O:23])[CH2:9][C:10]2[CH:19]=[CH:18][C:17]3[O:16][C:15]([CH3:21])([CH3:20])[CH:14]4[O:22][CH:13]4[C:12]=3[CH:11]=2)=[CH:4][CH:3]=1.[NH3:26]>C(O)C>[NH2:26][CH:13]1[C:12]2[C:17](=[CH:18][CH:19]=[C:10]([CH2:9][C:8]([NH:7][CH2:6][C:5]3[CH:24]=[CH:25][C:2]([Cl:1])=[CH:3][CH:4]=3)=[O:23])[CH:11]=2)[O:16][C:15]([CH3:21])([CH3:20])[CH:14]1[OH:22]. Procedure details: The N-(4-chlorobenzyl)-2-(2,2-dimethyl-1a,7b-dihydro-2H-oxireno[c]chromen-6-yl) acetamide obtained above was immediately poured into a mixture of so much ethanol and 25%-strength aqueous ammonia solution (6:5 v/v) that a 0.2 M solution of the compound was obtained, and the resulting solution was stirred for 16 hours at 50° C. Then the solution was allowed to cool to room temperature, and the solvent was largely evaporated at reduced pressure. The remaining residue was chromatographed on silica g...